describe an organic reaction: reactants, conditions, products, and yield From a dataset of the Open Reaction Database (ORD), a public repository of structured organic reaction records. Starting materials: CC1CCC(N(C(=O)Nc2ncc(SC#N)s2)C2CCCCC2)CC1, ClCCN1CCCCC1, OC(CS)C(O)CS. The product is CC1CCC(N(C(=O)Nc2ncc(SCCN3CCCCC3)s2)C2CCCCC2)CC1. Reaction SMILES: [CH:1]1([N:7]([C:8](=[O:9])[NH:10][c:11]2[s:12][c:13]([S:16][C:17]#[N:18])[cH:14][n:15]2)[CH:19]2[CH2:20][CH2:21][CH:22]([CH3:25])[CH2:23][CH2:24]2)[CH2:2][CH2:3][CH2:4][CH2:5][CH2:6]1.[Cl:34][CH2:35][CH2:36][N:37]1[CH2:38][CH2:39][CH2:40][CH2:41][CH2:42]1.[SH:26][CH2:27][CH:28]([CH:29]([CH2:30][SH:31])[OH:32])[OH:33]>>[CH:1]1([N:7]([C:8](=[O:9])[NH:10][c:11]2[s:12][c:13]([S:16][CH2:35][CH2:36][N:37]3[CH2:38][CH2:39][CH2:40][CH2:41][CH2:42]3)[cH:14][n:15]2)[CH:19]2[CH2:20][CH2:21][CH:22]([CH3:25])[CH2:23][CH2:24]2)[CH2:2][CH2:3][CH2:4][CH2:5][CH2:6]1. The reactants are C(C)(C)(C)OC(C1=C(C=CC(=C1)C=1C=C2C(=NC1)N(C=C2C2=C(C=CC=C2)OC)S(=O)(=O)C2=CC=C(C=C2)C)N)=O (2-Amino-5-[3-(2-methoxy-phenyl)-1-(toluene-4-sulfonyl)-1H-pyrrolo[2,3-b]pyridin-5-yl]-benzoic acid tert-butyl ester), ClCCl.FC(C(=O)O)(F)F (dichloromethane trifluoracetic acid). The product is FC(C(=O)O)(F)F.NC1=C(C(=O)O)C=C(C=C1)C=1C=C2C(=NC1)N(C=C2C2=C(C=CC=C2)OC)S(=O)(=O)C2=CC=C(C=C2)C (2-amino-5-[3-(2-methoxy-phenyl)-1-(toluene-4-sulfonyl)-1H-pyrrolo[2,3-b]pyridin-5-yl]-benzoic acid trifluoroacetate). RXN SMILES: C([O:5][C:6](=[O:41])[C:7]1[CH:12]=[C:11]([C:13]2[CH:14]=[C:15]3[C:21]([C:22]4[CH:27]=[CH:26][CH:25]=[CH:24][C:23]=4[O:28][CH3:29])=[CH:20][N:19]([S:30]([C:33]4[CH:38]=[CH:37][C:36]([CH3:39])=[CH:35][CH:34]=4)(=[O:32])=[O:31])[C:16]3=[N:17][CH:18]=2)[CH:10]=[CH:9][C:8]=1[NH2:40])(C)(C)C.ClCCl.[F:45][C:46]([F:51])([F:50])[C:47]([OH:49])=[O:48]>>[F:45][C:46]([F:51])([F:50])[C:47]([OH:49])=[O:48].[NH2:40][C:8]1[CH:9]=[CH:10][C:11]([C:13]2[CH:14]=[C:15]3[C:21]([C:22]4[CH:27]=[CH:26][CH:25]=[CH:24][C:23]=4[O:28][CH3:29])=[CH:20][N:19]([S:30]([C:33]4[CH:34]=[CH:35][C:36]([CH3:39])=[CH:37][CH:38]=4)(=[O:31])=[O:32])[C:16]3=[N:17][CH:18]=2)=[CH:12][C:7]=1[C:6]([OH:41])=[O:5] |f:1.2,3.4|. Procedure details: 2-Amino-5-[3-(2-methoxy-phenyl)-1-(toluene-4-sulfonyl)-1H-pyrrolo[2,3-b]pyridin-5-yl]-benzoic acid tert-butyl ester (1.13 g, 1.98 mmol) was treated with 10 mL of dichloromethane/trifluoracetic acid (1:1) for 24 h. The solution was dried in vacuo to afford 2-amino-5-[3-(2-methoxy-phenyl)-1-(toluene-4-sulfonyl)-1H-pyrrolo[2,3-b]pyridin-5-yl]-benzoic acid trifluoroacetate (quantitative). MS: m/z 514 (M+H+). Reactants: three, C(C)N=C=O (ethyl isocyanate), OCC=1C=C(C(N2CCC3=C(C12)SC=C3)=O)C3=CC=CC=C3 (4,5-dihydro-10-(hydroxymethyl)-8-phenyl-7H-thieno[2,3-a]quinolizin-7-one). The reagents and catalysts are C(C)N(CC)CC (triethylamine). Run in C1(=CC=CC=C1)C (toluene). Run at time 2 hour. Yields the product O=C1N2CCC3=C(C2=C(C=C1C1=CC=CC=C1)COC(NCC)=O)SC=C3 ((4,5-dihydro-7-oxo-8-phenyl-7H-thieno[2,3-a]quinolizin-10-yl)methyl-ethylcarbamate). As a reaction SMILES: [CH2:1]([N:3]=[C:4]=[O:5])[CH3:2].[OH:6][CH2:7][C:8]1[CH:9]=[C:10]([C:22]2[CH:27]=[CH:26][CH:25]=[CH:24][CH:23]=2)[C:11](=[O:21])[N:12]2[C:17]=1[C:16]1[S:18][CH:19]=[CH:20][C:15]=1[CH2:14][CH2:13]2>C(N(CC)CC)C.C1(C)C=CC=CC=1>[O:21]=[C:11]1[C:10]([C:22]2[CH:27]=[CH:26][CH:25]=[CH:24][CH:23]=2)=[CH:9][C:8]([CH2:7][O:6][C:4](=[O:5])[NH:3][CH2:1][CH3:2])=[C:17]2[N:12]1[CH2:13][CH2:14][C:15]1[CH:20]=[CH:19][S:18][C:16]=12. Procedure: A few drops of triethylamine and three 0.24 ml portions of ethyl isocyanate were added to a suspension of 1.02 g of 4,5-dihydro-10-(hydroxymethyl)-8-phenyl-7H-thieno[2,3-a]quinolizin-7-one in 11.5 ml of toluene, whereby the mixture was stirred at 85° for about 2 hours between each of the additions. After the reaction was finished, the mixture is evaporated in vacuo. By recrystallization of the residue from ethanol, there was obtained pure (4,5-dihydro-7-oxo-8-phenyl-7H-thieno[2,3-a]quinolizin-10... The reactants are C(\C=C\C(=O)O)(=O)O (fumaric acid), Cl.C1NCCC=2NC=3C(=CC=CC3C21)SC2=CC=C(C=C2)C (4-Methylphenyl 2,3,4,5-tetrahydro-1H-pyrido[4,3-b]indol-6-yl sulfide hydrochloride), resultant solution, N#N (N2), [BH3-]C#N.[Na+] (NaCNBH3), [OH-].[Na+] (NaOH). The solvent is CO (MeOH), C(=O)(C(F)(F)F)O (TFA). The product is C(\C=C\C(=O)O)(=O)O.CC1=CC=C(C=C1)SC1=CC=CC=2[C@@H]3[C@H](NC12)CCNC3 (cis-6-[(4-methylphenyl)sulfanyl]-2,3,4,4a,5,9b-hexahydro-1H-pyrido[4,3-b]indole (2E)-2-butenedioic acid). Yield: 72.2%. Reaction SMILES: Cl.[CH2:2]1[C:14]2[C:13]3[CH:12]=[CH:11][CH:10]=[C:9]([S:15][C:16]4[CH:21]=[CH:20][C:19]([CH3:22])=[CH:18][CH:17]=4)[C:8]=3[NH:7][C:6]=2[CH2:5][CH2:4][NH:3]1.N#N.[BH3-]C#N.[Na+].[OH-].[Na+].[C:31]([OH:38])(=[O:37])/[CH:32]=[CH:33]/[C:34]([OH:36])=[O:35]>C(O)(C(F)(F)F)=O.CO>[C:31]([OH:38])(=[O:37])/[CH:32]=[CH:33]/[C:34]([OH:36])=[O:35].[CH3:22][C:19]1[CH:18]=[CH:17][C:16]([S:15][C:9]2[C:8]3[NH:7][C@@H:6]4[CH2:5][CH2:4][NH:3][CH2:2][C@@H:14]4[C:13]=3[CH:12]=[CH:11][CH:10]=2)=[CH:21][CH:20]=1 |f:0.1,3.4,5.6,10.11|. Procedure: 4-Methylphenyl 2,3,4,5-tetrahydro-1H-pyrido[4,3-b]indol-6-yl sulfide hydrochloride (prepared in Example 1, 331 mg, 1.0 mmol) was suspended in TFA (17 mL) at rt. This mixture was cooled in an ice bath. A stream of N2 was introduced through the solution while solid NaCNBH3 (202 mg, 3.3 mmol) was added in 4 portions over 10 min. maintaining an internal temperature of <7° C. The resultant solution was maintained at ˜0° C. for 5 h at which time it was poured over ice chips. With vigorous stirring, 50... Reactants: C(C1=CC=CC=C1)OCC1=NN(C(C1)(O)C(Cl)(Cl)Cl)C1=NC=CC=C1Cl (3-[(benzyloxy)methyl]-1-(3-chloropyridin-2-yl)-5-(trichloromethyl)-4,5-dihydro-1H-pyrazol-5-ol), FC(C(=O)OC(C(F)(F)F)=O)(F)F (trifluoroacetic anhydride). Run in C(C(C)C)OC (methyl isobutyl ether). Conditions: temperature 25 celsius, time 2 hour. Yields the product C(C1=CC=CC=C1)OCC1=NN(C(=C1)C(Cl)(Cl)Cl)C1=NC=CC=C1Cl (2-{3-[(Benzyloxy)methyl]-5-(trichloromethyl)-1H-pyrazol-1-yl}-3-chloropyridine). The yield is 95.0%. As a reaction SMILES: [CH2:1]([O:8][CH2:9][C:10]1[CH2:14][C:13]([C:16]([Cl:19])([Cl:18])[Cl:17])(O)[N:12]([C:20]2[C:25]([Cl:26])=[CH:24][CH:23]=[CH:22][N:21]=2)[N:11]=1)[C:2]1[CH:7]=[CH:6][CH:5]=[CH:4][CH:3]=1.FC(F)(F)C(OC(=O)C(F)(F)F)=O>C(OC)C(C)C>[CH2:1]([O:8][CH2:9][C:10]1[CH:14]=[C:13]([C:16]([Cl:18])([Cl:19])[Cl:17])[N:12]([C:20]2[C:25]([Cl:26])=[CH:24][CH:23]=[CH:22][N:21]=2)[N:11]=1)[C:2]1[CH:7]=[CH:6][CH:5]=[CH:4][CH:3]=1. Reported procedure: 4.35 g of 3-[(benzyloxy)methyl]-1-(3-chloropyridin-2-yl)-5-(trichloromethyl)-4,5-dihydro-1H-pyrazol-5-ol were dissolved in 30 ml of methyl isobutyl ether. Then 3 g of trifluoroacetic anhydride were added (exothermic reaction). The mixture was stirred at 25° C. for a further 2 h, in the course of which the precipitate was formed. The precipitate was filtered off and washed. The yield was 95%. The reactants are NC1CCCN(C2=C1C=CC=C2)C(C2=CC=C(C=C2)NC(C2=C(C=CC=C2)C)=O)=O (5-amino-1-[4-(2-methylbenzoylamino)benzoyl]-2,3,4,5-tetrahydro-1H-benzazepine), C1(=CC=CC=C1)N=C=O (phenyl isocyanate). Run in ClCCl (dichloromethane). Conditions: time 30 minute. Yields the product N(C1=CC=CC=C1)C(=O)NC1CCCN(C2=C1C=CC=C2)C(C2=CC=C(C=C2)NC(C2=C(C=CC=C2)C)=O)=O (5-anilinocarbonylamino-1-[4-(2-methylbenzoylamino)benzoyl]-2,3,4,5-tetrahydro-1H-benzazepine). The yield is 83.4%. RXN SMILES: [NH2:1][CH:2]1[C:8]2[CH:9]=[CH:10][CH:11]=[CH:12][C:7]=2[N:6]([C:13](=[O:30])[C:14]2[CH:19]=[CH:18][C:17]([NH:20][C:21](=[O:29])[C:22]3[CH:27]=[CH:26][CH:25]=[CH:24][C:23]=3[CH3:28])=[CH:16][CH:15]=2)[CH2:5][CH2:4][CH2:3]1.[C:31]1([N:37]=[C:38]=[O:39])[CH:36]=[CH:35][CH:34]=[CH:33][CH:32]=1>ClCCl>[NH:37]([C:38]([NH:1][CH:2]1[C:8]2[CH:9]=[CH:10][CH:11]=[CH:12][C:7]=2[N:6]([C:13](=[O:30])[C:14]2[CH:19]=[CH:18][C:17]([NH:20][C:21](=[O:29])[C:22]3[CH:27]=[CH:26][CH:25]=[CH:24][C:23]=3[CH3:28])=[CH:16][CH:15]=2)[CH2:5][CH2:4][CH2:3]1)=[O:39])[C:31]1[CH:36]=[CH:35][CH:34]=[CH:33][CH:32]=1. Procedure: To a solution of 5-amino-1-[4-(2-methylbenzoylamino)benzoyl]-2,3,4,5-tetrahydro-1H-benzazepine (0.6 g) in dichloromethane (10 ml) is added phenyl isocyanate (0.2 g) under ice-cooling. The mixture is stirred at the same temperature for 30 minutes, and the temperature thereof is raised to room temperature and then the mixture is stirred overnight. The reaction solution is distilled off and the resulting residue is recrystallized from dioxane to give 5-anilinocarbonylamino-1-[4-(2-methylbenzoylamin...